This data is from the Open Reaction Database (ORD), a public repository of structured organic reaction records. The task is: describe an organic reaction: reactants, conditions, products, and yield Yields the product COc1cc2ncnc(Oc3cccc(NC(=O)Nc4cc(C(C)(C)C)on4)c3)c2cc1OCC1CO1. The reactants are COc1cc2ncnc(Oc3cccc(NC(=O)Nc4cc(C(C)(C)C)on4)c3)c2cc1O, ClCC1CO1. RXN SMILES: [C:1]([CH3:2])([CH3:3])([CH3:4])[c:5]1[cH:6][c:7]([NH:10][C:11](=[O:12])[NH:13][c:14]2[cH:15][c:16]([O:20][c:21]3[n:22][cH:23][n:24][c:25]4[cH:26][c:27]([O:32][CH3:33])[c:28]([OH:31])[cH:29][c:30]34)[cH:17][cH:18][cH:19]2)[n:8][o:9]1.[Cl:34][CH2:35][CH:36]1[CH2:37][O:38]1>>[C:1]([CH3:2])([CH3:3])([CH3:4])[c:5]1[cH:6][c:7]([NH:10][C:11](=[O:12])[NH:13][c:14]2[cH:15][c:16]([O:20][c:21]3[n:22][cH:23][n:24][c:25]4[cH:26][c:27]([O:32][CH3:33])[c:28]([O:31][CH2:35][CH:36]5[CH2:37][O:38]5)[cH:29][c:30]34)[cH:17][cH:18][cH:19]2)[n:8][o:9]1. Reactants: O (water), ClC=1C(=NC(=C(C1)Cl)F)F (3,5-dichloro-2,6-difluoropyridine), [OH-].[Na+] (sodium hydroxide), OCC(O)CO (glycerol), OCC(O)CO (glycerol). Product: ClC=1C(=NC(=C(C1)Cl)F)OCC(CO)O (3-(3,5-Dichloro-6-fluoro-2-pyridyloxy)-1,2-propanediol). Reaction SMILES: [Cl:1][C:2]1[C:3]([F:10])=[N:4][C:5](F)=[C:6]([Cl:8])[CH:7]=1.[OH-].[Na+].O.[OH:14][CH2:15][CH:16]([CH2:18][OH:19])[OH:17]>>[Cl:8][C:6]1[C:5]([O:14][CH2:15][CH:16]([OH:17])[CH2:18][OH:19])=[N:4][C:3]([F:10])=[C:2]([Cl:1])[CH:7]=1 |f:1.2|. Procedure details: To a solution of 12.9 grams (0.07 mole) of 3,5-dichloro-2,6-difluoropyridine in 50 milliliters of glycerol was added over an 8 minute period 2.9 grams of sodium hydroxide in 25 milliliters of glycerol. The mixture was maintained at ~85° C. for ~17 minutes, cooled and poured into 200 milliliters of cold water. The solid which precipitated was air dried and taken up in benzene, dried and most of the benzene was removed by evaporation under reduced pressure. The residue was mixed with hexane and co... Reactants: CO, [Na+], [OH-], COC(=O)CCC=CCCC1C(OCc2ccc(-c3ccccc3)cc2)COC1c1cccnc1. Yields the product O=C(O)CCC=CCCC1C(OCc2ccc(-c3ccccc3)cc2)COC1c1cccnc1. As a reaction SMILES: [CH3:38][OH:39].[Na+:37].[OH-:36].[c:1]1(-[c:30]2[cH:31][cH:32][cH:33][cH:34][cH:35]2)[cH:2][cH:3][c:4]([CH2:7][O:8][CH:9]2[CH:10]([CH2:20][CH2:21][CH:22]=[CH:23][CH2:24][CH2:25][C:26](=[O:27])[O:28][CH3:29])[CH:11]([c:14]3[cH:15][n:16][cH:17][cH:18][cH:19]3)[O:12][CH2:13]2)[cH:5][cH:6]1>>[c:1]1(-[c:30]2[cH:31][cH:32][cH:33][cH:34][cH:35]2)[cH:2][cH:3][c:4]([CH2:7][O:8][CH:9]2[CH:10]([CH2:20][CH2:21][CH:22]=[CH:23][CH2:24][CH2:25][C:26](=[O:27])[OH:28])[CH:11]([c:14]3[cH:15][n:16][cH:17][cH:18][cH:19]3)[O:12][CH2:13]2)[cH:5][cH:6]1. The reactants are O[C@H](C)[C@@H]1[C@@H]2N(C(=C([C@@H]2C)S\C=C/C2=C(N=CS2)CO)C(=O)[O-])C1=O.[Na+] (sodium (1R,5S,6S)-6-((1R)-1-hydroxyethyl)-2-[[(Z)-2-(4-hydroxymethylthiazol-5-yl)ethen-1-yl]thio]-1-methyl-1-carbapen-2-em-3-carboxylate), C(C)C(CC)OC(=O)OCI ((1-ethylpropan-1-yl)oxycarbonyloxymethyl iodide). Product: O[C@H](C)[C@@H]1[C@@H]2N(C(=C([C@@H]2C)S\C=C/C2=C(N=CS2)CO)C(=O)OCOC(=O)OC(CC)CC)C1=O ((1-Ethylpropan-1-yl)oxycarbonyloxymethyl (1R,5S,6S)-6-((1R)-1-hydroxyethyl)-2-[[(Z)-2-(4-hydroxymethyl-thiazol-5-yl)ethen-1-yl]thio]-1-methyl-1-carbapen-2-em-3-carboxylate). Isolated yield 79.4%. As a reaction SMILES: [OH:1][C@@H:2]([C@H:4]1[C:24](=[O:25])[N:6]2[C:7]([C:21]([O-:23])=[O:22])=[C:8]([S:11]/[CH:12]=[CH:13]\[C:14]3[S:18][CH:17]=[N:16][C:15]=3[CH2:19][OH:20])[C@H:9]([CH3:10])[C@H:5]12)[CH3:3].[Na+].[CH2:27]([CH:29]([O:32][C:33]([O:35][CH2:36]I)=[O:34])[CH2:30][CH3:31])[CH3:28]>>[OH:1][C@@H:2]([C@H:4]1[C:24](=[O:25])[N:6]2[C:7]([C:21]([O:23][CH2:36][O:35][C:33]([O:32][CH:29]([CH2:30][CH3:31])[CH2:27][CH3:28])=[O:34])=[O:22])=[C:8]([S:11]/[CH:12]=[CH:13]\[C:14]3[S:18][CH:17]=[N:16][C:15]=3[CH2:19][OH:20])[C@H:9]([CH3:10])[C@H:5]12)[CH3:3] |f:0.1|. Procedure details: In the same manner as in Example 81, 154 mg of the title compound was prepared from 149 mg of sodium (1R,5S,6S)-6-((1R)-1-hydroxyethyl)-2-[[(Z)-2-(4-hydroxymethylthiazol-5-yl)ethen-1-yl]thio]-1-methyl-1-carbapen-2-em-3-carboxylate and 120 mg of (1-ethylpropan-1-yl)oxycarbonyloxymethyl iodide. The reactants are CN(C)C=O, CCOC(C)=O, O=C(Cl)Oc1ccccc1, NCCF, O, c1ccncc1. The product is O=C(NCCF)Oc1ccccc1. Reaction SMILES: [CH3:22][N:23]([CH3:24])[CH:25]=[O:26].[CH3:27][CH2:28][O:29][C:30](=[O:31])[CH3:32].[Cl:11][C:12](=[O:13])[O:14][c:15]1[cH:16][cH:17][cH:18][cH:19][cH:20]1.[F:1][CH2:2][CH2:3][NH2:4].[OH2:21].[cH:5]1[cH:6][cH:7][n:8][cH:9][cH:10]1>>[F:1][CH2:2][CH2:3][NH:4][C:12](=[O:13])[O:14][c:15]1[cH:16][cH:17][cH:18][cH:19][cH:20]1. The reactants are CC(C)(C)O, Cc1ccccc1, Fc1ccc(C2(Cl)CN(C(c3ccccc3)c3ccccc3)C2)cc1. The product is Fc1ccc(C2CN(C(c3ccccc3)c3ccccc3)C2)cc1. As a reaction SMILES: [C:26]([OH:27])([CH3:28])([CH3:29])[CH3:30].[CH3:31][c:32]1[cH:33][cH:34][cH:35][cH:36][cH:37]1.[F:1][c:2]1[cH:3][cH:4][c:5]([C:8]2([Cl:25])[CH2:9][N:10]([CH:12]([c:13]3[cH:14][cH:15][cH:16][cH:17][cH:18]3)[c:19]3[cH:20][cH:21][cH:22][cH:23][cH:24]3)[CH2:11]2)[cH:6][cH:7]1>>[F:1][c:2]1[cH:3][cH:4][c:5]([CH:8]2[CH2:9][N:10]([CH:12]([c:13]3[cH:14][cH:15][cH:16][cH:17][cH:18]3)[c:19]3[cH:20][cH:21][cH:22][cH:23][cH:24]3)[CH2:11]2)[cH:6][cH:7]1.